This data is from the Open Reaction Database (ORD), a public repository of structured organic reaction records. The task is: describe an organic reaction: reactants, conditions, products, and yield The reactants are [BH4-], CCOC(=O)C(Cc1cccc(OCC(C)(C)C)c1)C(=O)c1cccc(Cl)c1, [Cl-], [Cl-], [Na+], [Zn+2]. Yields the product CCOC(=O)C(Cc1cccc(OCC(C)(C)C)c1)C(O)c1cccc(Cl)c1. Reaction SMILES: [BH4-:1].[CH2:3]([C:4]([CH3:5])([CH3:6])[CH3:7])[O:8][c:9]1[cH:10][c:11]([CH2:12][CH:13]([C:14](=[O:15])[O:16][CH2:17][CH3:18])[C:19](=[O:20])[c:21]2[cH:22][c:23]([Cl:27])[cH:24][cH:25][cH:26]2)[cH:28][cH:29][cH:30]1.[Cl-:31].[Cl-:33].[Na+:2].[Zn+2:32]>>[CH2:3]([C:4]([CH3:5])([CH3:6])[CH3:7])[O:8][c:9]1[cH:10][c:11]([CH2:12][CH:13]([C:14](=[O:15])[O:16][CH2:17][CH3:18])[CH:19]([OH:20])[c:21]2[cH:22][c:23]([Cl:27])[cH:24][cH:25][cH:26]2)[cH:28][cH:29][cH:30]1.